Task: describe an organic reaction: reactants, conditions, products, and yield. Dataset: the Open Reaction Database (ORD), a public repository of structured organic reaction records The reactants are CCOCC, ClCCl, COc1ccc(CCBr)cc1OC, CO, COc1cc2c(cc1OC)CC(=O)N(Cc1cccnc1)C=C2. Yields the product [Br-], COc1ccc(CC[n+]2cccc(CN3C=Cc4cc(OC)c(OC)cc4CC3=O)c2)cc1OC. As a reaction SMILES: [CH2:37]([O:38][CH2:39][CH3:40])[CH3:41].[CH2:42]([Cl:43])[Cl:44].[CH3:24][O:25][c:26]1[cH:27][c:28]([CH2:34][CH2:35][Br:36])[cH:29][cH:30][c:31]1[O:32][CH3:33].[CH3:45][OH:46].[n:1]1[cH:2][c:3]([CH2:7][N:8]2[CH:9]=[CH:10][c:11]3[c:12]([cH:16][c:17]([O:22][CH3:23])[c:18]([O:20][CH3:21])[cH:19]3)[CH2:13][C:14]2=[O:15])[cH:4][cH:5][cH:6]1>>[Br-:36].[n+:1]1([CH2:35][CH2:34][c:28]2[cH:27][c:26]([O:25][CH3:24])[c:31]([O:32][CH3:33])[cH:30][cH:29]2)[cH:2][c:3]([CH2:7][N:8]2[CH:9]=[CH:10][c:11]3[c:12]([cH:16][c:17]([O:22][CH3:23])[c:18]([O:20][CH3:21])[cH:19]3)[CH2:13][C:14]2=[O:15])[cH:4][cH:5][cH:6]1. The reactants are C(C)OC(NC1=C(C(=NC(=C1)C(F)(F)F)NCC1=CC=CC=C1)[N+](=O)[O-])=O ((2-benzylamino-3-nitro-6-trifluormethyl-pyridin-4-yl)-carbamic acid ethyl ester), [H][H] (hydrogen). Reagents/catalysts: [Ni] (Raney Nickel). Run in C(C)O (ethanol). Product: C(C)OC(NC1=C(C(=NC(=C1)C(F)(F)F)NCC1=CC=CC=C1)N)=O ((3-amino-2-benzylamino-6-trifluormethyl-pyridin-4-yl )-carbamic acid ethyl ester). Isolated yield 99.3%. Reaction SMILES: [CH2:1]([O:3][C:4](=[O:27])[NH:5][C:6]1[CH:11]=[C:10]([C:12]([F:15])([F:14])[F:13])[N:9]=[C:8]([NH:16][CH2:17][C:18]2[CH:23]=[CH:22][CH:21]=[CH:20][CH:19]=2)[C:7]=1[N+:24]([O-])=O)[CH3:2].[H][H]>C(O)C.[Ni]>[CH2:1]([O:3][C:4](=[O:27])[NH:5][C:6]1[CH:11]=[C:10]([C:12]([F:15])([F:14])[F:13])[N:9]=[C:8]([NH:16][CH2:17][C:18]2[CH:23]=[CH:22][CH:21]=[CH:20][CH:19]=2)[C:7]=1[NH2:24])[CH3:2]. Procedure: (2-benzylamino-3-nitro-6-trifluormethyl-pyridin-4-yl)-carbamic acid ethyl ester (95 mg, 0.25 mmol) was dissolved in 10 mL of ethanol and Raney Nickel (20 mg, 20% MW) was added then the reaction mixture was stirred at room temperature in a bomb under 50 PSI of hydrogen for 2 h. The mixture was filtered through arbocel and the filtrate was concentrated in vacuo to give 88 mg of the title compound as a pale green gum.